Dataset: the Open Reaction Database (ORD), a public repository of structured organic reaction records. Task: describe an organic reaction: reactants, conditions, products, and yield Starting materials: O=C([O-])O, CCCCO, CN(CCCl)CCCl, Cl, N, [Na+], COc1ccc(N)c2c1OCC(C(=O)Nc1ccc(N3CCOCC3)cc1)C2. Yields the product COc1ccc(N2CCN(C)CC2)c2c1OCC(C(=O)Nc1ccc(N3CCOCC3)cc1)C2. Reaction SMILES: [C:38](=[O:39])([O-:40])[OH:41].[CH2:44]([OH:45])[CH2:46][CH2:47][CH3:48].[Cl:30][CH2:31][CH2:32][N:33]([CH3:34])[CH2:35][CH2:36][Cl:37].[ClH:29].[NH3:43].[Na+:42].[O:1]1[CH2:2][CH2:3][N:4]([c:7]2[cH:8][cH:9][c:10]([NH:13][C:14](=[O:15])[CH:16]3[CH2:17][O:18][c:19]4[c:20]([c:22]([NH2:28])[cH:23][cH:24][c:25]4[O:26][CH3:27])[CH2:21]3)[cH:11][cH:12]2)[CH2:5][CH2:6]1>>[O:1]1[CH2:2][CH2:3][N:4]([c:7]2[cH:8][cH:9][c:10]([NH:13][C:14](=[O:15])[CH:16]3[CH2:17][O:18][c:19]4[c:20]([c:22]([N:28]5[CH2:31][CH2:32][N:33]([CH3:34])[CH2:35][CH2:36]5)[cH:23][cH:24][c:25]4[O:26][CH3:27])[CH2:21]3)[cH:11][cH:12]2)[CH2:5][CH2:6]1. Reactants: CO, CC(=NN)c1csc(-c2ccc(Cl)c(Cl)c2)c1O, COC(=O)CN=C=S, CN(C)C=O, O. Yields the product COC(=O)CNC(=S)NN=C(C)c1csc(-c2ccc(Cl)c(Cl)c2)c1O. As a reaction SMILES: [CH3:28][OH:29].[Cl:1][c:2]1[cH:3][c:4](-[c:9]2[s:10][cH:11][c:12]([C:15]([CH3:16])=[N:17][NH2:18])[c:13]2[OH:14])[cH:5][cH:6][c:7]1[Cl:8].[N:19](=[C:20]=[S:21])[CH2:22][C:23](=[O:24])[O:25][CH3:26].[O:30]=[CH:31][N:32]([CH3:33])[CH3:34].[OH2:27]>>[Cl:1][c:2]1[cH:3][c:4](-[c:9]2[s:10][cH:11][c:12]([C:15]([CH3:16])=[N:17][NH:18][C:20]([NH:19][CH2:22][C:23](=[O:24])[O:25][CH3:26])=[S:21])[c:13]2[OH:14])[cH:5][cH:6][c:7]1[Cl:8]. Starting materials: Cl.COCC1CNCCC1 (3-(methoxymethyl)piperidine hydrochloride), C[O-].[Na+] (sodium methoxide), ClC=1C(=NC2=CC=C(C=C2N1)C(=O)OC)C1=CC=C(C=C1)F (methyl 3-chloro-2-(4-fluorophenyl)quinoxaline-6-carboxylate), CS(=O)C (DMSO). Run in ClCCl (dichloromethane), O (Water). Run at time 3 hour. The product is FC1=CC=C(C=C1)C1=NC2=CC=C(C=C2N=C1N1CC(CCC1)COC)C(=O)OC (Methyl 2-(4-fluorophenyl)-3-(3-(methoxymethyl)piperidin-1-yl)quinoxaline-6-carboxylate). Reaction SMILES: Cl.[CH3:2][O:3][CH2:4][CH:5]1[CH2:10][CH2:9][CH2:8][NH:7][CH2:6]1.C[O-].[Na+].Cl[C:15]1[C:16]([C:29]2[CH:34]=[CH:33][C:32]([F:35])=[CH:31][CH:30]=2)=[N:17][C:18]2[C:23]([N:24]=1)=[CH:22][C:21]([C:25]([O:27][CH3:28])=[O:26])=[CH:20][CH:19]=2.CS(C)=O>ClCCl.O>[F:35][C:32]1[CH:31]=[CH:30][C:29]([C:16]2[C:15]([N:7]3[CH2:8][CH2:9][CH2:10][CH:5]([CH2:4][O:3][CH3:2])[CH2:6]3)=[N:24][C:23]3[C:18](=[CH:19][CH:20]=[C:21]([C:25]([O:27][CH3:28])=[O:26])[CH:22]=3)[N:17]=2)=[CH:34][CH:33]=1 |f:0.1,2.3|. Procedure: Into a 50-mL sealed tube, was placed a solution of 3-(methoxymethyl)piperidine hydrochloride (170 mg, 1.03 mmol, 2.00 equiv) in dichloromethane (7 mL), and sodium methoxide (128 mg, 2.37 mmol, 5.00 equiv). The resulting solution was stirred for 3 h at room temperature. The solids were filtered out. The resulting mixture was concentrated under vacuum and was added into a 8-mL sealed tube with methyl 3-chloro-2-(4-fluorophenyl)quinoxaline-6-carboxylate (150 mg, 0.47 mmol, 1.00 equiv) and DMSO (4 m...